From a dataset of the Open Reaction Database (ORD), a public repository of structured organic reaction records. describe an organic reaction: reactants, conditions, products, and yield Starting materials: C1CCC2=NCCCN2CC1, COCCOC, N#Cc1c(Cl)nc(N)nc1OCc1ccccn1, O, OCc1ccccn1. Yields the product N#Cc1c(OCc2ccccn2)nc(N)nc1OCc1ccccn1. As a reaction SMILES: [CH2:27]1[CH2:28][CH2:29][C:30]2=[N:35][CH2:34][CH2:33][CH2:32][N:31]2[CH2:36][CH2:37]1.[CH3:39][O:40][CH2:41][CH2:42][O:43][CH3:44].[NH2:1][c:2]1[n:3][c:4]([O:11][CH2:12][c:13]2[n:14][cH:15][cH:16][cH:17][cH:18]2)[c:5]([C:9]#[N:10])[c:6]([Cl:8])[n:7]1.[OH2:38].[OH:19][CH2:20][c:21]1[n:22][cH:23][cH:24][cH:25][cH:26]1>>[NH2:1][c:2]1[n:3][c:4]([O:11][CH2:12][c:13]2[n:14][cH:15][cH:16][cH:17][cH:18]2)[c:5]([C:9]#[N:10])[c:6]([O:19][CH2:20][c:21]2[n:22][cH:23][cH:24][cH:25][cH:26]2)[n:7]1.